This data is from the Open Reaction Database (ORD), a public repository of structured organic reaction records. The task is: describe an organic reaction: reactants, conditions, products, and yield Starting materials: O1CCOCC(C1)C1=CC=C(C=2N=C(SC21)N)OC (7-[1,4]dioxepan-6-yl-4-methoxy-benzothiazol-2-ylamine), COC=1C=C(C(=O)O)C=CN1 (2-methoxy-isonicotinic acid), compounds. Product: O1CCOCC(C1)C1=CC=C(C=2N=C(SC21)NC(C2=CC(=NC=C2)OC)=O)OC (N-(7-[1,4]Dioxepan-6-yl-4-methoxy-benzothiazol-2-yl)-2-methoxy-isonicotinamide). RXN SMILES: [O:1]1[CH2:7][CH:6]([C:8]2[C:16]3[S:15][C:14]([NH2:17])=[N:13][C:12]=3[C:11]([O:18][CH3:19])=[CH:10][CH:9]=2)[CH2:5][O:4][CH2:3][CH2:2]1.[CH3:20][O:21][C:22]1[CH:23]=[C:24]([CH:28]=[CH:29][N:30]=1)[C:25](O)=[O:26]>>[O:4]1[CH2:5][CH:6]([C:8]2[C:16]3[S:15][C:14]([NH:17][C:25](=[O:26])[C:24]4[CH:28]=[CH:29][N:30]=[C:22]([O:21][CH3:20])[CH:23]=4)=[N:13][C:12]=3[C:11]([O:18][CH3:19])=[CH:10][CH:9]=2)[CH2:7][O:1][CH2:2][CH2:3]1. Reported procedure: Using 7-[1,4]dioxepan-6-yl-4-methoxy-benzothiazol-2-ylamine and 2-methoxy-isonicotinic acid, the title compound was prepared. MS: m/e=416(M+H+). Following the general method of example 1 the compounds of examples 17 to 34 were prepared. Reactants: COC(CCC1=C(C=C(C=C1)OC1=CC(=CC(=C1)C)Br)C)=O (3-[4-(3-bromo-5-methyl-phenoxy)-2-methyl-phenyl]-propionic acid methyl ester), ClC1=CC(=C(C=C1)O)OC1=CC=CC=C1 (4-chloro-2-phenoxy-phenol). Yields the product ClC1=CC(=C(OC=2C=C(OC3=CC(=C(C=C3)CCC(=O)O)C)C=C(C2)C)C=C1)OC1=CC=CC=C1 (3-{4-[3-(4-Chloro-2-phenoxy-phenoxy)-5-methyl-phenoxy]-2-methyl-phenyl}-propionic acid). Reaction SMILES: C[O:2][C:3](=[O:22])[CH2:4][CH2:5][C:6]1[CH:11]=[CH:10][C:9]([O:12][C:13]2[CH:18]=[C:17]([CH3:19])[CH:16]=[C:15](Br)[CH:14]=2)=[CH:8][C:7]=1[CH3:21].[Cl:23][C:24]1[CH:29]=[CH:28][C:27]([OH:30])=[C:26]([O:31][C:32]2[CH:37]=[CH:36][CH:35]=[CH:34][CH:33]=2)[CH:25]=1>>[Cl:23][C:24]1[CH:29]=[CH:28][C:27]([O:30][C:15]2[CH:14]=[C:13]([CH:18]=[C:17]([CH3:19])[CH:16]=2)[O:12][C:9]2[CH:10]=[CH:11][C:6]([CH2:5][CH2:4][C:3]([OH:2])=[O:22])=[C:7]([CH3:21])[CH:8]=2)=[C:26]([O:31][C:32]2[CH:37]=[CH:36][CH:35]=[CH:34][CH:33]=2)[CH:25]=1. Reported procedure: The title compound is prepared by reacting the compound of 3-[4-(3-bromo-5-methyl-phenoxy)-2-methyl-phenyl]-propionic acid methyl ester with 4-chloro-2-phenoxy-phenol as in Example 18 to afford 0.118 g (22%). 1H NMR (400 MHz, CDCl3); HRMS (ES+) m/z exact mass calculated for C29H25O5Cl 489.1469, found 489.1457. Reactants: [NH4+].[Cl-] (NH4Cl), C(C)OC(C1=CN=C(C=C1)NC(=O)OC(C)(C)C)=O (6-tert-butoxycarbonylamino-nicotinic acid ethyl ester), [H-].[H-].[H-].[H-].[Li+].[Al+3] (LiAlH4). Run in C1CCOC1 (THF), C1CCOC1 (THF). Run at time 6 hour. Product: C(C)(C)(C)OC(NC1=NC=C(C=C1)CO)=O ((5-hydroxymethyl-pyridin-2-yl)-carbamic acid tert-butyl ester). Isolated yield 68.1%. As a reaction SMILES: C([O:3][C:4](=O)[C:5]1[CH:10]=[CH:9][C:8]([NH:11][C:12]([O:14][C:15]([CH3:18])([CH3:17])[CH3:16])=[O:13])=[N:7][CH:6]=1)C.[H-].[H-].[H-].[H-].[Li+].[Al+3].[NH4+].[Cl-]>C1COCC1>[C:15]([O:14][C:12](=[O:13])[NH:11][C:8]1[CH:9]=[CH:10][C:5]([CH2:4][OH:3])=[CH:6][N:7]=1)([CH3:18])([CH3:16])[CH3:17] |f:1.2.3.4.5.6,7.8|. Procedure details: To a stirred solution of 6-tert-butoxycarbonylamino-nicotinic acid ethyl ester (3.50 g, 13.1 mmol) in THF (20 mL) under nitrogen was added LiAlH4 (0.91 g, 24.0 mmol) in THF (20 mL) over a period of 2 h. The reaction mixture was stirred for 6 h, then NH4Cl (sat.) was added (carefully) until neutral solution. The mixture was filtered and concentrated under reduced pressure to give (5-hydroxymethyl-pyridin-2-yl)-carbamic acid tert-butyl ester (2.00 g 68%). Starting materials: BrCCOC1=C(C=CC=C1)C=1N=C(SC1)C(F)(F)F (4-[2-(2-bromoethoxy)phenyl]-2-(trifluoromethyl)-1,3-thiazole), NCCO (2-aminoethanol). The solvent is ClCCl (dichloromethane). Conditions: temperature 80 celsius. Yields the product FC(C=1SC=C(N1)C1=C(OCCNCCO)C=CC=C1)(F)F (2-[(2-{2-[2-(trifluoromethyl)-1,3-thiazol-4-yl]phenoxy}ethyl)amino]ethanol). As a reaction SMILES: Br[CH2:2][CH2:3][O:4][C:5]1[CH:10]=[CH:9][CH:8]=[CH:7][C:6]=1[C:11]1[N:12]=[C:13]([C:16]([F:19])([F:18])[F:17])[S:14][CH:15]=1.[NH2:20][CH2:21][CH2:22][OH:23]>ClCCl>[F:17][C:16]([F:19])([F:18])[C:13]1[S:14][CH:15]=[C:11]([C:6]2[CH:7]=[CH:8][CH:9]=[CH:10][C:5]=2[O:4][CH2:3][CH2:2][NH:20][CH2:21][CH2:22][OH:23])[N:12]=1. Procedure details: A mixture of 4-[2-(2-bromoethoxy)phenyl]-2-(trifluoromethyl)-1,3-thiazole (C5) (115 mg, 0.327 mmol) and 2-aminoethanol (0.197 mL, 3.26 mmol) was heated to 80° C. for 3 hours. After cooling to room temperature, the reaction was diluted with dichloromethane and washed with 0.5 N aqueous sodium hydroxide solution, then with water. The organic layer was dried over magnesium sulfate, filtered, and concentrated in vacuo, yielding the title compound as a white solid. Yield: 113 mg, quantitative. 1H NMR...